Dataset: the Open Reaction Database (ORD), a public repository of structured organic reaction records. Task: describe an organic reaction: reactants, conditions, products, and yield Starting materials: OC1=C(C=C(C=C1)C1=CC=C(C=C1)C(=O)OCC)C1=CC=2C(CCC(C2C=C1)(C)C)(C)C (ethyl 4′-hydroxy-3′-(5,5,8,8-tetramethyl-5,6,7,8-tetrahydronaphth-2-yl)biphenyl-4-carboxylate), BrCCCCCBr (1,5-dibromopentane). The product is BrCCCCCOC1=C(C=C(C=C1)C1=CC=C(C=C1)C(=O)OCC)C1=CC=2C(CCC(C2C=C1)(C)C)(C)C (ethyl 4′-(5-bromopentyloxy)-3′-(5,5,8,8-tetramethyl-5,6,7,8-tetrahydronaphth-2-yl)biphenyl-4-carboxylate), solid. The yield is 70.0%. As a reaction SMILES: [OH:1][C:2]1[CH:7]=[CH:6][C:5]([C:8]2[CH:13]=[CH:12][C:11]([C:14]([O:16][CH2:17][CH3:18])=[O:15])=[CH:10][CH:9]=2)=[CH:4][C:3]=1[C:19]1[CH:28]=[CH:27][C:26]2[C:25]([CH3:30])([CH3:29])[CH2:24][CH2:23][C:22]([CH3:32])([CH3:31])[C:21]=2[CH:20]=1.[Br:33][CH2:34][CH2:35][CH2:36][CH2:37][CH2:38]Br>>[Br:33][CH2:34][CH2:35][CH2:36][CH2:37][CH2:38][O:1][C:2]1[CH:7]=[CH:6][C:5]([C:8]2[CH:9]=[CH:10][C:11]([C:14]([O:16][CH2:17][CH3:18])=[O:15])=[CH:12][CH:13]=2)=[CH:4][C:3]=1[C:19]1[CH:28]=[CH:27][C:26]2[C:25]([CH3:30])([CH3:29])[CH2:24][CH2:23][C:22]([CH3:31])([CH3:32])[C:21]=2[CH:20]=1. Reported procedure: In a manner similar to that of Example 1a, by reaction of 5 g (11.6 mmol) of ethyl 4′-hydroxy-3′-(5,5,8,8-tetramethyl-5,6,7,8-tetrahydronaphth-2-yl)biphenyl-4-carboxylate with 5.2 ml (38.5 mmol) of 1,5-dibromopentane. 4.7 g of ethyl 4′-(5-bromopentyloxy)-3′-(5,5,8,8-tetramethyl-5,6,7,8-tetrahydronaphth-2-yl)biphenyl-4-carboxylate are obtained in the form of a white solid (yield=70%). The reactants are C(C)OC(CC(=O)[O-])=O.[K+] (potassium 3-ethoxy-3-oxopropanoate), N1(C=NC=C1)C(=O)N1C=NC=C1 (di(1H-imidazol-1-yl)methanone), Cl (HCl), COC(=O)N1C(CC(CC1)C(=O)O)C1=CC(=C(C(=C1)F)F)F (1-(Methoxycarbonyl)-2-(3,4,5-trifluorophenyl)piperidine-4-carboxylic acid), COC(=O)N1C(CC(CC1)C(=O)O)C1=CC(=C(C(=C1)F)F)F (1-(Methoxycarbonyl)-2-(3,4,5-trifluorophenyl)piperidine-4-carboxylic acid), [Cl-].[Mg+2].[Cl-] (magnesium chloride). Run in CCCCCCC (n-heptane), CN1C(CNC2=C1C(=O)N=C(N2)N)CNC3=CC=C(C=C3)C(=O)NC(CCC(=O)O)C(=O)O (methyl THF), CCOC(=O)C (EtOAc), CCOC(=O)C (EtOAc), O (water), CC(C)(C)OC (MTBE), CCCCCCC (n-heptane), CN1C(CNC2=C1C(=O)N=C(N2)N)CNC3=CC=C(C=C3)C(=O)NC(CCC(=O)O)C(=O)O (methyl THF). Run at time 3 hour. Yields the product C(C)OC(CC(=O)[C@H]1C[C@@H](N(CC1)C(=O)OC)C1=CC(=C(C(=C1)F)F)F)=O (Trans-methyl 4-(3-ethoxy-3-oxopropanoyl)-2-(3,4,5-trifluorophenyl)piperidine-1-carboxylate), C(C)OC(CC(=O)[C@@H]1C[C@@H](N(CC1)C(=O)OC)C1=CC(=C(C(=C1)F)F)F)=O (cis-methyl 4-(3-ethoxy-3-oxopropanoyl)-2-(3,4,5-trifluorophenyl)piperidine-1-carboxylate). The yield is 34.0%. As a reaction SMILES: [CH3:1][O:2][C:3]([N:5]1[CH2:10][CH2:9][CH:8](C(O)=O)[CH2:7][CH:6]1[C:14]1[CH:19]=[C:18]([F:20])[C:17]([F:21])=[C:16]([F:22])[CH:15]=1)=[O:4].N1(C(N2C=CN=C2)=O)C=CN=C1.[CH2:35]([O:37][C:38](=[O:43])[CH2:39][C:40]([O-:42])=[O:41])[CH3:36].[K+].[Cl-].[Mg+2].[Cl-].Cl>CN1C2C(N=C(N)NC=2NCC1CNC1C=CC(C(NC(C(O)=O)CCC(O)=O)=O)=CC=1)=O.CCCCCCC.CCOC(C)=O.O.CC(OC)(C)C>[CH2:35]([O:37][C:38](=[O:43])[CH2:39][C:40]([C@@H:8]1[CH2:9][CH2:10][N:5]([C:3]([O:2][CH3:1])=[O:4])[C@@H:6]([C:14]2[CH:15]=[C:16]([F:22])[C:17]([F:21])=[C:18]([F:20])[CH:19]=2)[CH2:7]1)=[O:41])[CH3:36].[CH2:35]([O:37][C:38](=[O:43])[CH2:39][C:40]([C@H:8]1[CH2:9][CH2:10][N:5]([C:3]([O:2][CH3:1])=[O:4])[C@@H:6]([C:14]2[CH:15]=[C:16]([F:22])[C:17]([F:21])=[C:18]([F:20])[CH:19]=2)[CH2:7]1)=[O:42])[CH3:36] |f:2.3,4.5.6|. Procedure: 1-(Methoxycarbonyl)-2-(3,4,5-trifluorophenyl)piperidine-4-carboxylic acid (1.94 g, 6.11 mmol) (reference compound 26) was dissolved in methyl THF (70 mL), then di(1H-imidazol-1-yl)methanone (1.487 g, 9.17 mmol) was added. The mixture was stirred at room temperature under nitrogen for 3 h (flask 1). In a separate flask potassium 3-ethoxy-3-oxopropanoate (1.873 g, 11.01 mmol) was suspended in methyl THF (70.0 mL), then magnesium chloride (1.048 g, 11.01 mmol) was added. The suspension was stirred ... Reactants: O=C([O-])O, CCOCC, COC(=O)c1cncc(O)c1, ClCc1cccc(OCc2ccc3ccccc3n2)c1, Cl, [H-], [Na+], [Na+], CN(C)C=O. The product is COC(=O)c1cncc(OCc2cccc(OCc3ccc4ccccc4n3)c2)c1. As a reaction SMILES: [C:35](=[O:36])([OH:37])[O-:38].[CH2:45]([O:46][CH2:47][CH3:48])[CH3:49].[CH3:1][O:2][C:3]([c:4]1[cH:5][n:6][cH:7][c:8]([OH:10])[cH:9]1)=[O:11].[Cl:15][CH2:16][c:17]1[cH:18][c:19]([O:20][CH2:21][c:22]2[n:23][c:24]3[cH:25][cH:26][cH:27][cH:28][c:29]3[cH:30][cH:31]2)[cH:32][cH:33][cH:34]1.[ClH:14].[H-:12].[Na+:13].[Na+:39].[O:40]=[CH:41][N:42]([CH3:43])[CH3:44]>>[CH3:1][O:2][C:3]([c:4]1[cH:5][n:6][cH:7][c:8]([O:10][CH2:16][c:17]2[cH:18][c:19]([O:20][CH2:21][c:22]3[n:23][c:24]4[cH:25][cH:26][cH:27][cH:28][c:29]4[cH:30][cH:31]3)[cH:32][cH:33][cH:34]2)[cH:9]1)=[O:11].